From a dataset of the Open Reaction Database (ORD), a public repository of structured organic reaction records. describe an organic reaction: reactants, conditions, products, and yield Reactants: ClC(P(OC(C)C)(OC(C)C)=O)(P(OC(C)C)(OC(C)C)=O)Cl (tetraisopropyl (dichloromethylene)bisphosphonate), S(=O)([O-])[O-].[Na+].[Na+] (sodium sulphite). The solvent is C(C)O (ethanol), O (water). Run at time 15 minute. The product is ClC(P(OC(C)C)(OC(C)C)=O)P(OC(C)C)(OC(C)C)=O (tetraisopropyl (monochloromethylene)bisphosphonate). Reaction SMILES: [Cl:1][C:2](Cl)([P:13](=[O:22])([O:18][CH:19]([CH3:21])[CH3:20])[O:14][CH:15]([CH3:17])[CH3:16])[P:3](=[O:12])([O:8][CH:9]([CH3:11])[CH3:10])[O:4][CH:5]([CH3:7])[CH3:6].S([O-])([O-])=O.[Na+].[Na+]>C(O)C.O>[Cl:1][CH:2]([P:3](=[O:12])([O:4][CH:5]([CH3:7])[CH3:6])[O:8][CH:9]([CH3:11])[CH3:10])[P:13](=[O:22])([O:18][CH:19]([CH3:20])[CH3:21])[O:14][CH:15]([CH3:17])[CH3:16] |f:1.2.3|. Procedure details: Into a solution containing 8.2 g (0.02 moles) of tetraisopropyl (dichloromethylene)bisphosphonate in 70 ml of ethanol, 9.0 g of sodium sulphite in 250 ml of water are added while stirring during 15 minutes at 10° to 15° C., whereafter the mixture is stirred for 1 h. The mixture is extracted with chloroform and the extract is dried (MgSO4) and filtered. The filtrate is evaporated under a vacuum, whereby about 7.6 g (100% of the theor.) of tetraisopropyl (monochloromethylene)bisphosphonate (31P-NM... Starting materials: N1(N=CC=C1)C1=CC=C(C(=O)OCC)C=C1 (ethyl 4-(1H-pyrazol-1-yl)benzoate), O.NN (hydrazine monohydrate). The solvent is CCO (EtOH). Run at time 6 day. The product is N1(N=CC=C1)C1=CC=C(C(=O)NN)C=C1 (4-(1H-Pyrazol-1-yl)benzohydrazide), solid. Yield: 15.0%. Reaction SMILES: [N:1]1([C:6]2[CH:16]=[CH:15][C:9]([C:10](OCC)=[O:11])=[CH:8][CH:7]=2)[CH:5]=[CH:4][CH:3]=[N:2]1.O.[NH2:18][NH2:19]>CCO>[N:1]1([C:6]2[CH:16]=[CH:15][C:9]([C:10]([NH:18][NH2:19])=[O:11])=[CH:8][CH:7]=2)[CH:5]=[CH:4][CH:3]=[N:2]1 |f:1.2|. Reported procedure: To a solution of ethyl 4-(1H-pyrazol-1-yl)benzoate (711 mg, 3.29 mmol) in absolute EtOH (50 mL) was added hydrazine monohydrate (1.6 mL, 32.9 mmol) at room temperature. The reaction mixture was heated to reflux and stirred for 6 d, then concentrated under reduced pressure. The residue was suspended in H2O (30 mL), filtered, washed with H2O (2×20 mL) and EtOH (2×20 mL) to provide the title compound as an off white solid (101 mg, 15%): 1H NMR (400 MHz, CDCl3, δ in ppm) 9.84 (s, 1H), 8.62-8.59 (m, ...